From a dataset of the Open Reaction Database (ORD), a public repository of structured organic reaction records. describe an organic reaction: reactants, conditions, products, and yield The reactants are ClC=1C=C(C=O)C=C(C1)Cl (3,5-dichlorobenzaldehyde), Cl (HCl), CCOC(=O)C (EtOAc), C(=C)[Mg]Br (vinylmagnesium bromide). The solvent is C1CCOC1 (THF). Conditions: time 8 hour. Product: ClC=1C=C(C=C(C1)Cl)C(C=C)O (1-(3,5-Dichloro-phenyl)-prop-2-en-1-ol). As a reaction SMILES: [Cl:1][C:2]1[CH:3]=[C:4]([CH:7]=[C:8]([Cl:10])[CH:9]=1)[CH:5]=[O:6].[CH:11]([Mg]Br)=[CH2:12].Cl.CCOC(C)=O>C1COCC1>[Cl:1][C:2]1[CH:3]=[C:4]([CH:5]([OH:6])[CH:11]=[CH2:12])[CH:7]=[C:8]([Cl:10])[CH:9]=1. Procedure details: A solution of 3,5-dichlorobenzaldehyde (7.5 g, 43 mmol) in THF (75 mL) was cooled to 0° C. and vinylmagnesium bromide (1M in THF, 48 mL, 48 mmol) was added dropwise. The reaction was warmed to room temperature and was stirred overnight. Aqueous HCl (1N) and EtOAc were added. The aqueous solution was extracted with EtOAc and the organic solution was dried (MgSO4), filtered, and concentrated. The residue was used in the next step without further purification. The reactants are C(C)(C)N (isopropylamine), crystal, [Cl-].[NH4+] (ammonium chloride), FC1=C(C(=O)O)C=C(C=C1)[N+](=O)[O-] (2-fluoro-5-nitrobenzoic acid), S(=O)(Cl)Cl (thionyl chloride). The reagents and catalysts are [Zn] (zinc). Solvent: C(C)N(CC)CC (triethylamine), C1CCOC1 (THF), O (water), CO (methanol), O (water). Reaction conditions: time 5 hour. The product is NC=1C=CC(=C(C(=O)NC(C)C)C1)F (5-amino-2-fluoro-N-isopropylbenzamide). RXN SMILES: [F:1][C:2]1[CH:10]=[CH:9][C:8]([N+:11]([O-])=O)=[CH:7][C:3]=1[C:4]([OH:6])=O.S(Cl)(Cl)=O.[CH:18]([NH2:21])([CH3:20])[CH3:19].[Cl-].[NH4+]>[Zn].O.CO.C(N(CC)CC)C.C1COCC1>[NH2:11][C:8]1[CH:9]=[CH:10][C:2]([F:1])=[C:3]([CH:7]=1)[C:4]([NH:21][CH:18]([CH3:20])[CH3:19])=[O:6] |f:3.4|. Reported procedure: A mixture of 2-fluoro-5-nitrobenzoic acid (600 mg) and thionyl chloride (2 mL) was heated under reflux for 15 hours. The reaction liquid was concentrated under reduced pressure, followed by an azeotropic process with toluene to give a yellow crystal. To a mixture of the yellow crystal and THF (11 mL), triethylamine (0.47 mL) and isopropylamine (0.29 mL) were added under ice cooling and stirred at room temperature for 5 hours. The reaction liquid was poured into water and extracted with ethyl ace...